Dataset: the Open Reaction Database (ORD), a public repository of structured organic reaction records. Task: describe an organic reaction: reactants, conditions, products, and yield The reactants are [H-].[Al+3].[Li+].[H-].[H-].[H-] (lithium aluminum hydride), [Si](C1=CC=CC=C1)(C1=CC=CC=C1)(C(C)(C)C)OCCOC1CCC(CC1)C(=O)OC (Methyl 4-(2-{[tert-butyl(diphenyl)silyl]oxy}ethoxy)cyclohexanecarboxylate), [H-].[Al+3].[Li+].[H-].[H-].[H-] (lithium aluminum hydride). Solvent: C(C)OCC (diethyl ether), C(C)OCC (diethyl ether). Reaction conditions: time 20 hour. Yields the product [Si](C1=CC=CC=C1)(C1=CC=CC=C1)(C(C)(C)C)OCCOC1CCC(CC1)CO ([4-(2-{[tert-Butyl(diphenyl)silyl]oxy}ethoxy)cyclohexyl]methanol). Reaction SMILES: [Si:1]([O:18][CH2:19][CH2:20][O:21][CH:22]1[CH2:27][CH2:26][CH:25]([C:28](OC)=[O:29])[CH2:24][CH2:23]1)([C:14]([CH3:17])([CH3:16])[CH3:15])([C:8]1[CH:13]=[CH:12][CH:11]=[CH:10][CH:9]=1)[C:2]1[CH:7]=[CH:6][CH:5]=[CH:4][CH:3]=1.[H-].[Al+3].[Li+].[H-].[H-].[H-]>C(OCC)C>[Si:1]([O:18][CH2:19][CH2:20][O:21][CH:22]1[CH2:27][CH2:26][CH:25]([CH2:28][OH:29])[CH2:24][CH2:23]1)([C:14]([CH3:17])([CH3:16])[CH3:15])([C:8]1[CH:13]=[CH:12][CH:11]=[CH:10][CH:9]=1)[C:2]1[CH:3]=[CH:4][CH:5]=[CH:6][CH:7]=1 |f:1.2.3.4.5.6|. Reported procedure: 1.90 g (3.75 mmol, 87% pure) of the compound from Example 3A are dissolved in 15 ml of diethyl ether and added dropwise to a suspension of 170.9 mg (4.50 mmol) of lithium aluminum hydride in 15 ml of diethyl ether. The mixture is then stirred at RT for 20 h. A further 136.7 mg (3.60 mmol) of lithium aluminum hydride are then added, and the mixture is stirred at RT for another 20 h. The mixture is then triturated with 257 μl of water and 257 μl of 15% strength aqueous potassium hydroxide solution... Reactants: [N+](=O)(O)[O-] (nitric acid), C(CC)C1=[N+](C=CC=C1)[O-] (2-n-propylpyridine-N-oxide), C([O-])([O-])=O.[Na+].[Na+] (sodium carbonate). Run in S(O)(O)(=O)=O (sulfuric acid). Run at temperature 71 celsius. Product: [N+](=O)([O-])C1=CC(=[N+](C=C1)[O-])CCC (4-nitro-2-n-propylpyridine-N-oxide). Isolated yield 49.0%. As a reaction SMILES: [CH2:1]([C:4]1[CH:9]=[CH:8][CH:7]=[CH:6][N+:5]=1[O-:10])[CH2:2][CH3:3].[N+:11]([O-])([OH:13])=[O:12].C(=O)([O-])[O-].[Na+].[Na+]>S(=O)(=O)(O)O>[N+:11]([C:8]1[CH:7]=[CH:6][N+:5]([O-:10])=[C:4]([CH2:1][CH2:2][CH3:3])[CH:9]=1)([O-:13])=[O:12] |f:2.3.4|. Procedure: A mixture of 2-n-propylpyridine-N-oxide (137.2 g, 1.0 mol) in 200 ml of sulfuric acid (sp.gr. 1.84) was stirred in an ice-salt bath and 320 ml of nitric acid (sp.gr. 1.52) was added. The mixture was carefully heated to 70-72° C. and reacted for 22 hours. The reaction mixture was cooled and poured onto ice and, with stirring, neutralized with portions of sodium carbonate (500 g). The resulting precipitate was collected, washed with water and dried. The dried substance was slurried in 1 liter of d... The product is Cl.CN(CCCN=C=NCC)C (N-(3-dimethylaminopropyl)-N′-ethylcarbodiimide hydrochloride). Procedure: In a round-bottom flask, the 4-bromo-N2-methylbenzene-1,2-diamine hydrochloride prepared above (1.2 g) is placed in a mixture of DMF (10 ml) and pyridine (10 ml) with magnetic stirring, and then N-(3-dimethylaminopropyl)-N′-ethylcarbodiimide hydrochloride (968 mg) and then the sodium salt of (4-morpholin-4-yl-6-oxo-1,6-dihydropyrimidin-2-yl)acetic acid, obtained in stage 2 of Example 1 (1.2 g) are added. The mixture thus obtained is stirred at ambient temperature (20° C.) overnight. After evapor... Reactants: Cl.BrC=1C=C(C(=CC1)N)NC (4-bromo-N2-methylbenzene-1,2-diamine hydrochloride), [Na] (sodium), N1(CCOCC1)C=1N=C(NC(C1)=O)CC(=O)O ((4-morpholin-4-yl-6-oxo-1,6-dihydropyrimidin-2-yl)acetic acid). Reaction SMILES: [ClH:1].Br[C:3]1C=C(NC)C(N)=C[CH:8]=1.[Na].[N:13]1([C:19]2[N:20]=[C:21](CC(O)=O)[NH:22][C:23](=O)[CH:24]=2)[CH2:18]COC[CH2:14]1>CN(C=O)C.N1C=CC=CC=1>[ClH:1].[CH3:18][N:13]([CH3:14])[CH2:19][CH2:24][CH2:23][N:22]=[C:21]=[N:20][CH2:3][CH3:8] |f:0.1,6.7,^1:11|. Run in CN(C)C=O (DMF), N1=CC=CC=C1 (pyridine).